Dataset: the Open Reaction Database (ORD), a public repository of structured organic reaction records. Task: describe an organic reaction: reactants, conditions, products, and yield RXN SMILES: [Cl:18][c:19]1[c:20]([S:26](=[O:27])(=[O:28])[Cl:29])[c:21]([Cl:25])[cH:22][cH:23][cH:24]1.[NH2:1][c:2]1[n:3][nH:4][c:5]2[cH:6][cH:7][c:8]([NH2:11])[cH:9][c:10]12.[O:30]1[CH2:31][CH2:32][CH2:33][CH2:34]1.[cH:12]1[cH:13][cH:14][n:15][cH:16][cH:17]1>>[NH2:1][c:2]1[n:3][nH:4][c:5]2[cH:6][cH:7][c:8]([NH:11][S:26]([c:20]3[c:19]([Cl:18])[cH:24][cH:23][cH:22][c:21]3[Cl:25])(=[O:27])=[O:28])[cH:9][c:10]12. Product: Nc1n[nH]c2ccc(NS(=O)(=O)c3c(Cl)cccc3Cl)cc12. Reactants: O=S(=O)(Cl)c1c(Cl)cccc1Cl, Nc1ccc2[nH]nc(N)c2c1, C1CCOC1, c1ccncc1. Reactants: Intermediate 243, FC(C(=O)O)(F)F.C[C@@H](CCC)OC=1NC(=C2N=C(N=C2N1)OC)N (2-{[(1S)-1-methylbutyl]oxy}-8-(methyloxy)-1H-purin-6-amine trifluoroacetate), BrCCC1CC(OCC1)(C)C (4-(2-bromoethyl)-2,2-dimethyltetrahydro-2H-pyran). Product: CC1(OCCC(C1)CCN1C2=NC(=NC(=C2N=C1OC)N)O[C@H](CCC)C)C (9-[2-(2,2-Dimethyltetrahydro-2H-pyran-4-yl)ethyl]-2-{[(1S)-1-methylbutyl]oxy}-8-(methyloxy)-9H-purin-6-amine). Reaction SMILES: FC(F)(F)C(O)=O.[CH3:8][C@H:9]([O:13][C:14]1[NH:15][C:16]([NH2:25])=[C:17]2[C:21]([N:22]=1)=[N:20][C:19]([O:23][CH3:24])=[N:18]2)[CH2:10][CH2:11][CH3:12].Br[CH2:27][CH2:28][CH:29]1[CH2:34][CH2:33][O:32][C:31]([CH3:36])([CH3:35])[CH2:30]1>>[CH3:35][C:31]1([CH3:36])[CH2:30][CH:29]([CH2:28][CH2:27][N:20]2[C:19]([O:23][CH3:24])=[N:18][C:17]3[C:21]2=[N:22][C:14]([O:13][C@@H:9]([CH3:8])[CH2:10][CH2:11][CH3:12])=[N:15][C:16]=3[NH2:25])[CH2:34][CH2:33][O:32]1 |f:0.1|. Reported procedure: Prepared similarly to Intermediate 243 from 2-{[(1S)-1-methylbutyl]oxy}-8-(methyloxy)-1H-purin-6-amine trifluoroacetate and 4-(2-bromoethyl)-2,2-dimethyltetrahydro-2H-pyran.